This data is from the Open Reaction Database (ORD), a public repository of structured organic reaction records. The task is: describe an organic reaction: reactants, conditions, products, and yield Reactants: O (water), Cl.C(C)N=C=NCCCN(C)C (N-ethyl-N'-(3-dimethylaminopropyl)carbodiimide hydrochloride), C(C=C)(=O)OCCCCCCOC1=CC=C(C=C1)C1=CC=C(C=C1)[C@@H]1CC[C@H](CC1)CCC(=O)O (6-[4'-[trans-4-(2-carboxy-ethyl)-cyclohexyl]-biphenyl-4-yloxy]-hexyl acrylate), OC=1C=C(C#N)C=CC1O (3,4-dihydroxybenzonitrile). Reagents/catalysts: CN(C1=CC=NC=C1)C (4-dimethylamino-pyridine). Run in ClCCl (dichloromethane), ClCCl (dichloromethane). Conditions: time 8 hour. The product is C(C=C)(=O)OCCCCCCOC1=CC=C(C=C1)C1=CC=C(C=C1)[C@@H]1CC[C@H](CC1)CCC(=O)OC=1C=C(C#N)C=CC1OC(CC[C@@H]1CC[C@H](CC1)C1=CC=C(C=C1)C1=CC=C(C=C1)OCCCCCCOC(C=C)=O)=O (3,4-bis-[3-[trans-4-[4'-(6-acryloyloxy-hexyloxy)-biphenyl-4-yl]-cyclohexyl]-propionyloxy]-benzonitrile). RXN SMILES: Cl.C(N=C=N[CH2:7][CH2:8][CH2:9][N:10](C)C)C.[C:13]([O:17][CH2:18][CH2:19][CH2:20][CH2:21][CH2:22][CH2:23][O:24][C:25]1[CH:30]=[CH:29][C:28]([C:31]2[CH:36]=[CH:35][C:34]([C@H:37]3[CH2:42][CH2:41][C@H:40]([CH2:43][CH2:44][C:45]([OH:47])=[O:46])[CH2:39][CH2:38]3)=[CH:33][CH:32]=2)=[CH:27][CH:26]=1)(=[O:16])[CH:14]=[CH2:15].O[C:49]1[CH:50]=[C:51]([CH:54]=[CH:55][C:56]=1[OH:57])[C:52]#N.[OH2:58]>ClCCl.CN(C)C1C=CN=CC=1>[C:13]([O:17][CH2:18][CH2:19][CH2:20][CH2:21][CH2:22][CH2:23][O:24][C:25]1[CH:30]=[CH:29][C:28]([C:31]2[CH:32]=[CH:33][C:34]([C@H:37]3[CH2:42][CH2:41][C@H:40]([CH2:43][CH2:44][C:45]([O:47][C:25]4[CH:30]=[C:8]([CH:7]=[CH:27][C:26]=4[O:58][C:45](=[O:46])[CH2:44][CH2:43][C@H:40]4[CH2:39][CH2:38][C@H:37]([C:34]5[CH:33]=[CH:32][C:52]([C:51]6[CH:54]=[CH:55][C:56]([O:57][CH2:23][CH2:22][CH2:21][CH2:20][CH2:19][CH2:18][O:17][C:13](=[O:16])[CH:14]=[CH2:15])=[CH:49][CH:50]=6)=[CH:36][CH:35]=5)[CH2:42][CH2:41]4)[C:9]#[N:10])=[O:46])[CH2:39][CH2:38]3)=[CH:35][CH:36]=2)=[CH:27][CH:26]=1)(=[O:16])[CH:14]=[CH2:15] |f:0.1|. Procedure: A solution of 0.433 g of N-ethyl-N'-(3-dimethylaminopropyl)carbodiimide hydrochloride (EDC) in 5 ml of dichloromethane was slowly added dropwise at 20° C. to a solution of 1.00 g of 6-[4'-[trans-4-(2-carboxy-ethyl)-cyclohexyl]-biphenyl-4-yloxy]-hexyl acrylate, 0.127 g of 3,4-dihydroxybenzonitrile and 0.255 g of 4-dimethylamino-pyridine (DMAP) in 30 ml of dichloromethane, the mixture was stirred at room temperature overnight, poured into 50 ml of water and then extracted three times with 25 ml of... Reactants: N1(CCOCC1)CC=1C=C(C(=CC1)N)N (4-morpholin-4-ylmethyl-benzene-1,2-diamine), [N+](=O)([O-])C=1C(=NNC1)C(=O)O (4-nitro-1H-pyrazole-3-carboxylic acid), C(CCl)Cl (EDC), C=1C=CC2=C(C1)N=NN2O (HOBt), crude residue. The solvent is CN(C)C=O (DMF), CC(=O)O (AcOH). Conditions: time 24 hour. Product: N1(CCOCC1)CC1=CC2=C(NC(=N2)C2=NNC=C2[N+](=O)[O-])C=C1 (5-morpholin-4-ylmethyl-2-(4-nitro-1H-pyrazol-3-yl)1H-benzimidazole). Reaction SMILES: [N:1]1([CH2:7][C:8]2[CH:9]=[C:10]([NH2:15])[C:11]([NH2:14])=[CH:12][CH:13]=2)[CH2:6][CH2:5][O:4][CH2:3][CH2:2]1.[N+:16]([C:19]1[C:20]([C:24](O)=O)=[N:21][NH:22][CH:23]=1)([O-:18])=[O:17].C(Cl)CCl.C1C=CC2N(O)N=NC=2C=1>CN(C=O)C.CC(O)=O>[N:1]1([CH2:7][C:8]2[CH:13]=[CH:12][C:11]3[NH:14][C:24]([C:20]4[C:19]([N+:16]([O-:18])=[O:17])=[CH:23][NH:22][N:21]=4)=[N:15][C:10]=3[CH:9]=2)[CH2:6][CH2:5][O:4][CH2:3][CH2:2]1. Reported procedure: A mixture of 4-morpholin-4-ylmethyl-benzene-1,2-diamine (2.30 g, 11.1 mmol), 4-nitro-1H-pyrazole-3-carboxylic acid (1.57 g, 10.0 mmol), EDC (2.13 g, 11.1 mmol) and HOBt (1.50 g, 11.1 mmol) in dry DMF (25 ml) was stirred at ambient temperature for 24 h. The mixture was reduced in vacuo and the crude residue dissolved in AcOH (40 ml) and heated at reflux for 3 h. The solvent was removed in vacuo and the residue was purified by flash column chromatography eluting with 0-20% MeOH in EtOAc to give 5-... The reactants are N1=CN=CC2=CC=CC=C12 (quinazoline), N1=CC=CC2=CC=CN=C12 (naphthyridine), N1=CC=NC2=CC=CC=C12 (quinoxaline), C1=NN=CC2=CC=CC=C12 (phthalazine). Product: N1=NC=CC2=CC=CC=C12 (cinnoline). Reaction SMILES: N1C2C(=CC=CC=2)C=NC=1.N1C2C(=CC=CC=2)N=CC=1.[CH:21]1[C:30]2[C:25](=[CH:26][CH:27]=[CH:28][CH:29]=2)[CH:24]=[N:23][N:22]=1.N1C2C(=CC=CN=2)C=CC=1>>[N:22]1[C:21]2[C:30](=[CH:29][CH:28]=[CH:27][CH:26]=2)[CH:25]=[CH:24][N:23]=1. Procedure details: quinazoline; quinoxaline; phthalazine; or naphthyridine; Reactants: BrC1=C(C=C(C=C1C)O)C (4-bromo-3,5-dimethylphenol), C(=O)([O-])[O-].[Cs+].[Cs+] (Cs2CO3), BrCC#N (2-bromoacetonitrile). The solvent is CN(C=O)C (N,N-dimethylformamide). Conditions: temperature 35 celsius, time 2 hour. Yields the product BrC1=C(C=C(OCC#N)C=C1C)C (2-(4-Bromo-3,5-dimethylphenoxy)acetonitrile). As a reaction SMILES: [Br:1][C:2]1[C:7]([CH3:8])=[CH:6][C:5]([OH:9])=[CH:4][C:3]=1[CH3:10].C([O-])([O-])=O.[Cs+].[Cs+].Br[CH2:18][C:19]#[N:20]>CN(C)C=O>[Br:1][C:2]1[C:7]([CH3:8])=[CH:6][C:5]([O:9][CH2:18][C:19]#[N:20])=[CH:4][C:3]=1[CH3:10] |f:1.2.3|. Reported procedure: To a solution of 4-bromo-3,5-dimethylphenol (500 mg) and Cs2CO3 (1.3 g) in N,N-dimethylformamide (5 mL) is added 2-bromoacetonitrile (290 μL) and the mixture is stirred for 2 hours at 35° C. The mixture is poured on water and stirred for 15 minutes. The precipitate is folitered off and dried to give the title compound. Yield: 535 mg; Mass spectrum (EI): m/z=239 [M]+. Reaction SMILES: [CH2:20]([CH2:21][CH3:22])[N:23]([CH2:24][CH2:25][CH3:26])[CH2:27][CH:28]1[CH2:29][N:30]([CH2:34][CH2:35][NH2:36])[CH2:31][CH2:32][CH2:33]1.[CH3:37][C:38]#[N:39].[Cl:1][C:2](=[O:3])[N:4]1[c:5]2[c:6]([cH:16][cH:17][cH:18][n:19]2)[NH:7][C:8](=[O:15])[c:9]2[c:10]1[cH:11][cH:12][cH:13][cH:14]2>>[C:2](=[O:3])([N:4]1[c:5]2[c:6]([cH:16][cH:17][cH:18][n:19]2)[NH:7][C:8](=[O:15])[c:9]2[c:10]1[cH:11][cH:12][cH:13][cH:14]2)[NH:36][CH2:35][CH2:34][N:30]1[CH2:29][CH:28]([CH2:27][N:23]([CH2:20][CH2:21][CH3:22])[CH2:24][CH2:25][CH3:26])[CH2:33][CH2:32][CH2:31]1. Yields the product CCCN(CCC)CC1CCCN(CCNC(=O)N2c3ccccc3C(=O)Nc3cccnc32)C1. Reactants: CCCN(CCC)CC1CCCN(CCN)C1, CC#N, O=C1Nc2cccnc2N(C(=O)Cl)c2ccccc21. The reactants are C1(=CC=C(C=C1)OCC1=CC=C(O1)C(=O)O)C1=CC=CC=C1 (5-(biphenyl-4-yloxymethyl)-furan-2-carboxylic acid), C1(=CC=C(C=C1)OCC1=CC=C(O1)C(=O)O)C1=CC=CC=C1 (5-(biphenyl-4-yloxymethyl)-furan-2-carboxylic acid), N1C(C(=O)OCC)CCCC1 (ethyl pipecolinate), 1-ethyl-3-(3-dimethylaminopropyl) hydrochloride, N,N-dimethylaminopyridine. Procedure details: A solution of 5-(biphenyl-4-yloxymethyl)-furan-2-carboxylic acid (of Intermediate 8; 0.098 g, 0.33 mmol), ethyl pipecolinate (Aldrich; 0.139 g, 0.88 mmol), 1-ethyl-3-(3-dimethylaminopropyl) hydrochloride (Avocado; 0.13 g, 0.68 mmol), and N,N-dimethylaminopyridine (0.083 g, 0.68 mmol) in tetrahydrofuran (10 mL) was stirred at room temperature for 16 h. The solvents were evaporated under reduced pressure, and water and ethyl acetate were added. The aqueous phase was extracted three times with ethy... Isolated yield 59.4%. Solvent: O1CCCC1 (tetrahydrofuran). Reaction SMILES: [C:1]1([C:17]2[CH:22]=[CH:21][CH:20]=[CH:19][CH:18]=2)[CH:6]=[CH:5][C:4]([O:7][CH2:8][C:9]2[O:13][C:12]([C:14]([OH:16])=O)=[CH:11][CH:10]=2)=[CH:3][CH:2]=1.[NH:23]1[CH2:33][CH2:32][CH2:31][CH2:30][CH:24]1[C:25]([O:27][CH2:28][CH3:29])=[O:26]>O1CCCC1>[CH2:28]([O:27][C:25]([CH:24]1[CH2:30][CH2:31][CH2:32][CH2:33][N:23]1[C:14]([C:12]1[O:13][C:9]([CH2:8][O:7][C:4]2[CH:3]=[CH:2][C:1]([C:17]3[CH:22]=[CH:21][CH:20]=[CH:19][CH:18]=3)=[CH:6][CH:5]=2)=[CH:10][CH:11]=1)=[O:16])=[O:26])[CH3:29]. Product: C(C)OC(=O)C1N(CCCC1)C(=O)C=1OC(=CC1)COC1=CC=C(C=C1)C1=CC=CC=C1 ((rac)-1-[5-(biphenyl-4-yloxymethyl)-furan-2-carbonyl]-piperidine-2-carboxylic acid ethyl ester).